From a dataset of the Open Reaction Database (ORD), a public repository of structured organic reaction records. describe an organic reaction: reactants, conditions, products, and yield The product is CC1(OCC(O1)COCC#C)C (rac-3-[(2,2-dimethyl-1,3-dioxolan-4-yl)methoxy]-1-propyne). Reactants: O (water), C(C#C)Br (propargyl bromide), [H-].[Na+] (Sodium hydride), CC1(OCC(O1)CO)C (2,2-dimethyl-1,3-dioxolane-4-methanol). Run in C1CCOC1 (THF). As a reaction SMILES: [H-].[Na+].[CH3:3][C:4]1([CH3:11])[O:8][CH:7]([CH2:9][OH:10])[CH2:6][O:5]1.[CH2:12](Br)[C:13]#[CH:14].O>C1COCC1.[I-].C([N+](CCCC)(CCCC)CCCC)CCC>[CH3:3][C:4]1([CH3:11])[O:8][CH:7]([CH2:9][O:10][CH2:14][C:13]#[CH:12])[CH2:6][O:5]1 |f:0.1,6.7|. Reported procedure: Sodium hydride (1.32 g, 55 mmol) was added to a solution of 2,2-dimethyl-1,3-dioxolane-4-methanol (Aldrich) in THF (60 mL), and the resulting mixture was heated at reflux for 90 min then cooled to 0° C. Tetrabutylammonium iodide (370 mg), and propargyl bromide (80% in toluene, 6.22 mL, 50 mmol) (Aldrich) were added successively. After stirring for 150 min. at room temperature, 20 mL water was added and the THF was evaporated in vacuo. The aqueous layer was then extracted with diethyl ether (4×50... Conditions: temperature 0 celsius, time 150 minute. The reagents and catalysts are [I-].C(CCC)[N+](CCCC)(CCCC)CCCC (Tetrabutylammonium iodide).